From a dataset of the Open Reaction Database (ORD), a public repository of structured organic reaction records. describe an organic reaction: reactants, conditions, products, and yield Starting materials: CCOC(=O)CNc1cc(F)c(OC)cc1[N+](=O)[O-], CN(C)C=O, c1c[nH]cn1. Product: CCOC(=O)CNc1cc(-n2ccnc2)c(OC)cc1[N+](=O)[O-]. RXN SMILES: [CH2:1]([CH3:2])[O:3][C:4]([CH2:5][NH:6][c:7]1[c:8]([N+:16](=[O:17])[O-:18])[cH:9][c:10]([O:14][CH3:15])[c:11]([F:13])[cH:12]1)=[O:19].[O:25]=[CH:26][N:27]([CH3:28])[CH3:29].[nH:20]1[cH:21][n:22][cH:23][cH:24]1>>[CH2:1]([CH3:2])[O:3][C:4]([CH2:5][NH:6][c:7]1[c:8]([N+:16](=[O:17])[O-:18])[cH:9][c:10]([O:14][CH3:15])[c:11](-[n:20]2[cH:21][n:22][cH:23][cH:24]2)[cH:12]1)=[O:19].